This data is from the Open Reaction Database (ORD), a public repository of structured organic reaction records. The task is: describe an organic reaction: reactants, conditions, products, and yield Starting materials: CCOC(=O)CCC(=NOCc1ccc(OCc2nc(-c3ccccc3)oc2C)cc1)c1ccccn1, Cl, [Na+], C1CCOC1, [OH-]. The product is Cc1oc(-c2ccccc2)nc1COc1ccc(CON=C(CCC(=O)O)c2ccccn2)cc1. RXN SMILES: [CH3:3][c:4]1[c:5]([CH2:15][O:16][c:17]2[cH:18][cH:19][c:20]([CH2:21][O:22][N:23]=[C:24]([CH2:25][CH2:26][C:27](=[O:28])[O:29][CH2:30][CH3:31])[c:32]3[n:33][cH:34][cH:35][cH:36][cH:37]3)[cH:38][cH:39]2)[n:6][c:7](-[c:9]2[cH:10][cH:11][cH:12][cH:13][cH:14]2)[o:8]1.[ClH:40].[Na+:2].[O:41]1[CH2:42][CH2:43][CH2:44][CH2:45]1.[OH-:1]>>[CH3:3][c:4]1[c:5]([CH2:15][O:16][c:17]2[cH:18][cH:19][c:20]([CH2:21][O:22][N:23]=[C:24]([CH2:25][CH2:26][C:27](=[O:28])[OH:29])[c:32]3[n:33][cH:34][cH:35][cH:36][cH:37]3)[cH:38][cH:39]2)[n:6][c:7](-[c:9]2[cH:10][cH:11][cH:12][cH:13][cH:14]2)[o:8]1. The reactants are C1(CCCCC1)C=1C=2C=CC(=CC2N2C1C1=C(C=CC2)C=CC=C1)C(=O)OC (Methyl 13-cyclohexyl-7H-indolo[2,1-a][2]benzazepine-10-carboxylate). Reagents/catalysts: [Pd] (Palladium on carbon). Run in C(C)O (ethanol), C(C)(=O)OCC (ethyl acetate). Run at time 4 hour. The product is C1(CCCCC1)C=1C=2C=CC(=CC2N2C1C1=C(CCC2)C=CC=C1)C(=O)OC (Methyl 13-cyclohexyl-6,7-dihydro-5H-indolo[2,1-a][2]benzazepine-10-carboxylate). Isolated yield 100.4%. RXN SMILES: [CH:1]1([C:7]2[C:8]3[CH:9]=[CH:10][C:11]([C:25]([O:27][CH3:28])=[O:26])=[CH:12][C:13]=3[N:14]3[CH2:20][CH:19]=[CH:18][C:17]4[CH:21]=[CH:22][CH:23]=[CH:24][C:16]=4[C:15]=23)[CH2:6][CH2:5][CH2:4][CH2:3][CH2:2]1>[Pd].C(O)C.C(OCC)(=O)C>[CH:1]1([C:7]2[C:8]3[CH:9]=[CH:10][C:11]([C:25]([O:27][CH3:28])=[O:26])=[CH:12][C:13]=3[N:14]3[CH2:20][CH2:19][CH2:18][C:17]4[CH:21]=[CH:22][CH:23]=[CH:24][C:16]=4[C:15]=23)[CH2:2][CH2:3][CH2:4][CH2:5][CH2:6]1. Procedure: Method A: Palladium on carbon (60 mg of 10%) was added to a solution of Example 1 (60 mg, 0.16 mmol) in 60 mL of ethanol and 10 mL of ethyl acetate. The reaction vessel was flushed with H2. The resulting mixture was stirred at room temperature under an atmosphere of hydrogen (balloon pressure) for 4 hours. The mixture was filtered and concentrated to provide the desired product (60 mg, 100% yield) as a colorless solid. ESI-MS m/z 373 (MH+); 1H NMR (500 MHz, CDCl3) δ 1.22 (m, 1H), 1.39 (m, 2H), 1... Starting materials: CN1CCN(CC1)S(=O)(=O)C1=CC=C2CCNCC2=C1 (7-(4-methyl-piperazine-1-sulfonyl)-1,2,3,4-tetrahydro-isoquinoline), C(C)(C)OC1=C(C(=O)O)C=C(C=C1)S(=O)(=O)C (2-isopropoxy-5-methanesulfonyl-benzoic acid). The product is C(C)(C)OC1=C(C=C(C=C1)S(=O)(=O)C)C(=O)N1CC2=CC(=CC=C2CC1)S(=O)(=O)N1CCN(CC1)C ((2-Isopropoxy-5-methanesulfonyl-phenyl)-[7-(4-methyl-piperazine-1-sulfonyl)-3,4-dihydro-1H-isoquinolin-2-yl]-methanone). RXN SMILES: [CH3:1][N:2]1[CH2:7][CH2:6][N:5]([S:8]([C:11]2[CH:20]=[C:19]3[C:14]([CH2:15][CH2:16][NH:17][CH2:18]3)=[CH:13][CH:12]=2)(=[O:10])=[O:9])[CH2:4][CH2:3]1.[CH:21]([O:24][C:25]1[CH:33]=[CH:32][C:31]([S:34]([CH3:37])(=[O:36])=[O:35])=[CH:30][C:26]=1[C:27](O)=[O:28])([CH3:23])[CH3:22]>>[CH:21]([O:24][C:25]1[CH:33]=[CH:32][C:31]([S:34]([CH3:37])(=[O:36])=[O:35])=[CH:30][C:26]=1[C:27]([N:17]1[CH2:16][CH2:15][C:14]2[C:19](=[CH:20][C:11]([S:8]([N:5]3[CH2:6][CH2:7][N:2]([CH3:1])[CH2:3][CH2:4]3)(=[O:10])=[O:9])=[CH:12][CH:13]=2)[CH2:18]1)=[O:28])([CH3:23])[CH3:22]. Procedure: Prepared in analogy to example 1.1 from 7-(4-methyl-piperazine-1-sulfonyl)-1,2,3,4-tetrahydro-isoquinoline (CA [741674-53-3]) and 2-isopropoxy-5-methanesulfonyl-benzoic acid (Example 2.1). MS (m/e): 536.3 (M+H+). Starting materials: CS(C)=O, CS(C)=O, CCN(C(C)C)C(C)C, Cc1cc(Cl)cn2c(CCO)c(-c3ccccc3)nc12, O=C(Cl)C(=O)Cl, ClCCl, O=C(Cl)C(=O)Cl, O. Yields the product Cc1cc(Cl)cn2c(CC=O)c(-c3ccccc3)nc12. Reaction SMILES: [CH3:1][S:2]([CH3:3])=[O:4].[CH3:37][S:38]([CH3:39])=[O:40].[CH:41]([N:42]([CH2:43][CH3:44])[CH:45]([CH3:46])[CH3:47])([CH3:48])[CH3:49].[Cl:11][c:12]1[cH:13][c:14]([CH3:30])[c:15]2[n:16]([cH:17]1)[c:18]([CH2:27][CH2:28][OH:29])[c:19](-[c:21]1[cH:22][cH:23][cH:24][cH:25][cH:26]1)[n:20]2.[Cl:31][C:32]([C:33]([Cl:34])=[O:35])=[O:36].[Cl:50][CH2:51][Cl:52].[Cl:5][C:6]([C:7]([Cl:8])=[O:9])=[O:10].[OH2:53]>>[Cl:11][c:12]1[cH:13][c:14]([CH3:30])[c:15]2[n:16]([cH:17]1)[c:18]([CH2:27][CH:28]=[O:29])[c:19](-[c:21]1[cH:22][cH:23][cH:24][cH:25][cH:26]1)[n:20]2.